This data is from the Open Reaction Database (ORD), a public repository of structured organic reaction records. The task is: describe an organic reaction: reactants, conditions, products, and yield The reactants are BrCc1c(Br)csc1Br, CCO, N#C[K], O. Yields the product N#CCc1c(Br)csc1Br. Reaction SMILES: [Br:1][c:2]1[s:3][cH:4][c:5]([Br:9])[c:6]1[CH2:7][Br:8].[CH3:13][CH2:14][OH:15].[K:10][C:11]#[N:12].[OH2:16]>>[Br:1][c:2]1[s:3][cH:4][c:5]([Br:9])[c:6]1[CH2:7][C:11]#[N:12]. The reactants are C(C)(=O)[O-].[Na+] (sodium acetate), C(C)(=O)NCCN1C(=CC=C1C)C (1-(2-acetylaminoethyl)-2,5-dimethylpyrrole), CN(C=CC=O)C (3-dimethylaminoacrolein), P(=O)(Cl)(Cl)Cl (phosphorus oxychloride). The solvent is O (water), ClCCCl (1,2-dichloroethane). Reaction conditions: time 20 minute. Product: C(C)(=O)NCCN1C(=C(C=C1C)C=CC=O)C (3-(1-(2-Acetylaminoethyl)-2,5-dimethylpyrrol-3-yl)-2-propenaldehyde). RXN SMILES: [C:1]([NH:4][CH2:5][CH2:6][N:7]1[C:11]([CH3:12])=[CH:10][CH:9]=[C:8]1[CH3:13])(=[O:3])[CH3:2].CN(C)[CH:16]=[CH:17][CH:18]=[O:19].P(Cl)(Cl)(Cl)=O.C([O-])(=O)C.[Na+]>ClCCCl.O>[C:1]([NH:4][CH2:5][CH2:6][N:7]1[C:8]([CH3:13])=[CH:9][C:10]([CH:16]=[CH:17][CH:18]=[O:19])=[C:11]1[CH3:12])(=[O:3])[CH3:2] |f:3.4|. Procedure: 16.2 g (0.09 mol) of 1-(2-acetylaminoethyl)-2,5-dimethylpyrrole and 10 g (0.1 mol) of 3-dimethylaminoacrolein are dissolved in 80 ml of 1,2-dichloroethane. 9 ml (0.098 mol) of phosphorus oxychloride are added dropwise at -10° C. After 20 minutes, 41 g (0.5 mol) of sodium acetate in 150 ml of water are added, the mixture is stirred at room temperature for 18 hours and heated at 70° C. for 2 hours, the phases are separated, the organic phase is chromatographed over a silica gel column and the prod... The reactants are CCCCCCC, CCOC(C)=O, O=[N+]([O-])c1ccc(C=Cc2cccc(F)c2)cc1. The product is Nc1ccc(C=Cc2cccc(F)c2)cc1. As a reaction SMILES: [CH3:19][CH2:20][CH2:21][CH2:22][CH2:23][CH2:24][CH3:25].[CH3:26][CH2:27][O:28][C:29](=[O:30])[CH3:31].[F:1][c:2]1[cH:3][c:4]([CH:8]=[CH:9][c:10]2[cH:11][cH:12][c:13]([N+:16]([O-:17])=[O:18])[cH:14][cH:15]2)[cH:5][cH:6][cH:7]1>>[F:1][c:2]1[cH:3][c:4]([CH:8]=[CH:9][c:10]2[cH:11][cH:12][c:13]([NH2:16])[cH:14][cH:15]2)[cH:5][cH:6][cH:7]1. Starting materials: O (H2O), mercuric sulfate, O1C(CC#C)(C1)C1=CC=C(C=C1)F (4,5-epoxy-4-(4'-fluorophenyl)-1-pentyne). Solvent: OS(=O)(=O)O (H2SO4), C(C)O (ethanol). Run at temperature 23 celsius. Yields the product CC=1OC=C(C1)C1=CC=C(C=C1)F (2-methyl-4-(4'-fluorophenyl)furan). Yield: 56.8%. Reaction SMILES: [O:1]1[CH2:6][C:2]1([C:7]1[CH:12]=[CH:11][C:10]([F:13])=[CH:9][CH:8]=1)[CH2:3][C:4]#[CH:5].O>OS(O)(=O)=O.C(O)C>[CH3:5][C:4]1[O:1][CH:6]=[C:2]([C:7]2[CH:12]=[CH:11][C:10]([F:13])=[CH:9][CH:8]=2)[CH:3]=1. Reported procedure: To a solution of 0.46 g (1.5 mmol) of mercuric sulfate in 28 mL of 2N H2SO4 at 0° C. was added 4.0 g (22 mmol) of 4,5-epoxy-4-(4'-fluorophenyl)-1-pentyne in 20 mL of ethanol over a 0.5 hour period. The mixture was warmed to 23° C. for 0.25 hour and refluxed for 0.25 hour. After cooling, the mixture was poured into 50 mL of H2O and extracted three times with hexanes. The organic layer was dried (MgSO4), concentrated under reduced pressure, and the solid sublimated (97°-105° C. at 15 mmHg) to yiel... Reactants: O (water), O (water), C(=S)(Cl)Cl (thiophosgene), NC1=C(C(=O)C2=CC=CC=C2)C=C(C=C1)Cl (2-amino-5-chlorobenzophenone). Run in C(Cl)Cl (methylene chloride). Product: C(C1=CC=CC=C1)(=O)C1=C(C=CC(=C1)Cl)N=C=S (2-benzoyl-4-chlorophenylisothiocyanate). RXN SMILES: O.[C:2](Cl)(Cl)=[S:3].[NH2:6][C:7]1[CH:20]=[CH:19][C:18]([Cl:21])=[CH:17][C:8]=1[C:9]([C:11]1[CH:16]=[CH:15][CH:14]=[CH:13][CH:12]=1)=[O:10]>C(Cl)Cl>[C:9]([C:8]1[CH:17]=[C:18]([Cl:21])[CH:19]=[CH:20][C:7]=1[N:6]=[C:2]=[S:3])(=[O:10])[C:11]1[CH:12]=[CH:13][CH:14]=[CH:15][CH:16]=1. Procedure: A five liter, 3-necked, round-bottom flask equipped with a condenser plus scrubber, mechanical stirrer, and dropping funnel was used as the reaction vessel. The reaction vessel was cooled in an ice bath after charging with 1.2 liters of water. After the water had cooled, 126 ml (1.65 moles) of thiophosgene was added. The mixture was stirred vigorously while a solution containing 352 grams (1.52 moles) of 2-amino-5-chlorobenzophenone in about 1 liter of methylene chloride was added over a period ...